This data is from the Open Reaction Database (ORD), a public repository of structured organic reaction records. The task is: describe an organic reaction: reactants, conditions, products, and yield The reactants are CCC(CC)N1C(=O)C(Br)(Br)c2cnc(Cl)nc21, C1CCOC1, CC(=O)O. The product is CCC(CC)N1C(=O)Cc2cnc(Cl)nc21. As a reaction SMILES: [Br:1][C:2]1([Br:18])[C:3](=[O:17])[N:4]([CH:12]([CH2:13][CH3:14])[CH2:15][CH3:16])[c:5]2[n:6][c:7]([Cl:11])[n:8][cH:9][c:10]21.[CH2:23]1[O:24][CH2:25][CH2:26][CH2:27]1.[CH3:19][C:20](=[O:21])[OH:22]>>[CH2:2]1[C:3](=[O:17])[N:4]([CH:12]([CH2:13][CH3:14])[CH2:15][CH3:16])[c:5]2[n:6][c:7]([Cl:11])[n:8][cH:9][c:10]21. The reactants are C(C)(=O)[O-].[Na+] (sodium acetate), [OH-].[Na+] (sodium hydroxide), FC(C=1C=C(C=CC1)SCCC=O)(F)F (3-(3-trifluoromethylphenylthio)propanal), C(CC(=O)C)(=O)OC (methyl acetoacetate), Cl (hydrochloric acid), Cl (hydrochloric acid). Reagents/catalysts: [Br-].C(CCC)[N+](CCCC)(CCCC)CCCC (tetrabutylammonium bromide). The solvent is C1(=CC=CC=C1)C (toluene), O (water). Reaction conditions: time 3 hour. The product is OC(CC(C)=O)CCSC1=CC(=CC=C1)C(F)(F)F (4-hydroxy-6-(3-trifluoromethylphenylthio)-2-hexanone). Yield: 96.7%. As a reaction SMILES: C(OC)(=O)[CH2:2][C:3]([CH3:5])=[O:4].[OH-].[Na+].Cl.C([O-])(=O)C.[Na+].[F:17][C:18]([F:31])([F:30])[C:19]1[CH:20]=[C:21]([S:25][CH2:26][CH2:27][CH:28]=[O:29])[CH:22]=[CH:23][CH:24]=1>O.[Br-].C([N+](CCCC)(CCCC)CCCC)CCC.C1(C)C=CC=CC=1>[OH:29][CH:28]([CH2:27][CH2:26][S:25][C:21]1[CH:22]=[CH:23][CH:24]=[C:19]([C:18]([F:30])([F:17])[F:31])[CH:20]=1)[CH2:2][C:3](=[O:4])[CH3:5] |f:1.2,4.5,8.9|. Reported procedure: 7.54 Grams of methyl acetoacetate were dissolved in 10 ml of water, and 9.07 g of a 30% aqueous sodium hydroxide solution were added thereto by drops while cooling the mixture to 35° C. or less. After having been stirred at 30°-35° C. for 3 hours, the mixture was adjusted to pH 7.5 with a concentrated aqueous hydrochloric acid solution. Thereafter, 0.41 g of sodium acetate and 1.61 g of tetrabutylammonium bromide were added thereto and then 29.4 g of a toluene solution containing 33.8% of 3-(3-t... Starting materials: C1=C(C=CC2=CC=CC=C12)S(=O)(=O)[O-].[Na+] (sodium 2-naphthalene sulfonate), resultant mixture, [NH2-].[Na+] (sodium amide), N (ammonia). Solvent: liquid. The product is C1=C(C=CC2=CC=CC=C12)N (2-naphthylamine). Isolated yield 85.7%. RXN SMILES: [CH:1]1[C:10]2[C:5](=[CH:6][CH:7]=[CH:8][CH:9]=2)[CH:4]=[CH:3][C:2]=1S([O-])(=O)=O.[Na+].[NH2-:16].[Na+].N>>[CH:1]1[C:10]2[C:5](=[CH:6][CH:7]=[CH:8][CH:9]=2)[CH:4]=[CH:3][C:2]=1[NH2:16] |f:0.1,2.3|. Procedure: In a 200-ml autoclave were placed 27.4 grams (0.119 mole) of anhydrous sodium 2-naphthalene sulfonate, 10 grams (0.25 mole) of sodium amide and 80 ml of liquid ammonia in the same manner as in Example 1. The resultant mixture was heated at 120° C for 10 hours. The reaction pressure in the autoclave was 90 atm. during the reaction. After the ammonia was removed, 15 ml of water was added to the reaction mixture for hydrolysis. The product was extracted with ether and the ether was distilled off to... Reactants: C(C)(=O)OC(=O)O (acetoxy carboxylic acid), OC1=CC=C(C2=CC=CC=C12)C(=O)O (4-hydroxy-1-naphthoic acid), C(C)(=O)OC(C)=O (acetic anhydride), C(Cl)Cl (methylene chloride), 4-N-dimethylaminopyridine. Run in O1CCCC1 (tetrahydrofuran), C(C)N(CC)CC (triethylamine). The product is C(C)(=O)OC1=CC(=CC2=CC=CC=C12)C(=O)O (1-Acetoxy-3-naphthoic acid). RXN SMILES: [OH:1][C:2]1[C:11]2[C:6](=[CH:7][CH:8]=[CH:9][CH:10]=2)[C:5](C(O)=O)=[CH:4][CH:3]=1.C(Cl)Cl.[C:18](OC(=O)C)(=[O:20])[CH3:19].[C:25]([O:28]C(O)=O)(=[O:27])C>C(N(CC)CC)C.O1CCCC1>[C:18]([O:1][C:2]1[C:11]2[C:6](=[CH:7][CH:8]=[CH:9][CH:10]=2)[CH:5]=[C:4]([C:25]([OH:28])=[O:27])[CH:3]=1)(=[O:20])[CH3:19]. Reported procedure: To a suspension of 2.3 g. of 4-hydroxy-1-naphthoic acid in 100 ml. of methylene chloride and 100 ml. of tetrahydrofuran, a mixture of 1.5 g. of triethylamine, 1.6 g. of 4-N-dimethylaminopyridine and 1.5 g. of acetic anhydride is added. The reaction mixture is heated at 50° for one hour. The solution is extracted with ethyl acetate, the organic layer washed with water and dilute hydrochloride acid and evaporated to dryness to yield 2.1 g. of the acetoxy carboxylic acid.